Dataset: the Open Reaction Database (ORD), a public repository of structured organic reaction records. Task: describe an organic reaction: reactants, conditions, products, and yield Reactants: COC=1C(C(=C(C(C1OC)=O)CC1=C(C=CC=C1)CCC(=O)O)C)=O (3-[2-(5,6-dimethoxy-3-methyl-1,4-benzoquinon-2-ylmethyl)phenyl]propionic Acid), C(C)(C)N (isopropylamine). Product: COC=1C(C(=C(C(C1OC)=O)CC1=C(C=CC=C1)CCC(=O)NC(C)C)C)=O (N-[3-[2-(5,6-dimethoxy-3-methyl-1,4-benzoquinon-2-ylmethyl)phenyl]propionyl]isopropylamine). Yield: 27.3%. As a reaction SMILES: [CH3:1][O:2][C:3]1[C:4](=[O:25])[C:5]([CH3:24])=[C:6]([CH2:12][C:13]2[CH:18]=[CH:17][CH:16]=[CH:15][C:14]=2[CH2:19][CH2:20][C:21]([OH:23])=O)[C:7](=[O:11])[C:8]=1[O:9][CH3:10].[CH:26]([NH2:29])([CH3:28])[CH3:27]>>[CH3:1][O:2][C:3]1[C:4](=[O:25])[C:5]([CH3:24])=[C:6]([CH2:12][C:13]2[CH:18]=[CH:17][CH:16]=[CH:15][C:14]=2[CH2:19][CH2:20][C:21]([NH:29][CH:26]([CH3:28])[CH3:27])=[O:23])[C:7](=[O:11])[C:8]=1[O:9][CH3:10]. Procedure details: 3-[2-(5,6-dimethoxy-3-methyl-1,4-benzoquinon-2-ylmethyl)phenyl]propionic acid (15 mg, 0.044 mmol) obtained in Example 69 and isopropylamine (0.005 ml, 0.066 mmol) were used, and a method similar to that described in Example 46 was employed to obtain the title compound (4.7 mg, 0.012 mmol, yield 27%).